Dataset: the Open Reaction Database (ORD), a public repository of structured organic reaction records. Task: describe an organic reaction: reactants, conditions, products, and yield Starting materials: ClC1=CC=C(S1)C(=O)NCC=1N=CN(C1)C1=CC=C(C=C1)I (5-chloro-N-((1-(4-iodophenyl)-1H-imidazol-4-yl)methyl)thiophene-2-carboxamide), N1C(NCCC1)=O (tetrahydro-2-pyrimidinone), N[C@H]1[C@@H](CCCC1)N (1,2-trans-diaminocyclohexane), [O-]P(=O)([O-])[O-].[K+].[K+].[K+] (K3PO4). The reagents and catalysts are [Cu]I (CuI). Run in O1CCOCC1 (dioxane). Conditions: temperature 110 celsius. Product: ClC1=CC=C(S1)C(=O)NCC=1N=CN(C1)C1=CC=C(C=C1)N1C(NCCC1)=O (5-Chloro-N-((1-(4-(2-oxo-tetrahydropyrimidin-1(2H)-yl)phenyl)-1H-imidazol-4-yl)methyl)thiophene-2-carboxamide). Isolated yield 5.3%. Reaction SMILES: [Cl:1][C:2]1[S:6][C:5]([C:7]([NH:9][CH2:10][C:11]2[N:12]=[CH:13][N:14]([C:16]3[CH:21]=[CH:20][C:19](I)=[CH:18][CH:17]=3)[CH:15]=2)=[O:8])=[CH:4][CH:3]=1.[NH:23]1[CH2:28][CH2:27][CH2:26][NH:25][C:24]1=[O:29].N[C@@H]1CCCC[C@H]1N.[O-]P([O-])([O-])=O.[K+].[K+].[K+]>O1CCOCC1.[Cu]I>[Cl:1][C:2]1[S:6][C:5]([C:7]([NH:9][CH2:10][C:11]2[N:12]=[CH:13][N:14]([C:16]3[CH:21]=[CH:20][C:19]([N:23]4[CH2:28][CH2:27][CH2:26][NH:25][C:24]4=[O:29])=[CH:18][CH:17]=3)[CH:15]=2)=[O:8])=[CH:4][CH:3]=1 |f:3.4.5.6|. Procedure details: A mixture of 5-chloro-N-((1-(4-iodophenyl)-1H-imidazol-4-yl)methyl)thiophene-2-carboxamide 1-6 prepared in Example 1 (80 mg, 0.18 mmol), tetrahydro-2-pyrimidinone (54 mg, 0.54 mmol), 1,2-trans-diaminocyclohexane (13 μL, 0.11 mmol) and K3PO4 (100 mg, 0.47 mmol) in dioxane (1 mL) was degassed with Ar before being charged with CuI (20 mg, 0.11 mmol). The mixture in a sealed tube was heated at 110° C. overnight. It was then purified by HPLC to give the title compound (4 mg). MS 416.1 and 418.1 (M+H,... Starting materials: C(Cl)C1CO1 (epichlorohydrin), C(C(C)C)NCC(C)C (diisobutylamine). Conditions: time 8 hour. Product: C(C(C)C)N(CC1CO1)CC(C)C (1-(Diisobutylamino)-2,3-epoxypropane). Isolated yield 37.1%. As a reaction SMILES: [CH2:1]([CH:3]1[O:5][CH2:4]1)Cl.[CH2:6]([NH:10][CH2:11][CH:12]([CH3:14])[CH3:13])[CH:7]([CH3:9])[CH3:8]>>[CH2:6]([N:10]([CH2:11][CH:12]([CH3:14])[CH3:13])[CH2:1][CH:3]1[O:5][CH2:4]1)[CH:7]([CH3:9])[CH3:8]. Procedure: A stirred solution of epichlorohydrin (21.0 g, 0.23 mole) is treated dropwise with diisobutylamine (31.14 g, 0.24 mole) over a 1 hour period followed by continuous stirring at room temperature overnight. The reaction mixture is washed with 20% K2CO3 (50 ml). The organic layer is then stirred with 40% NaOH for 1 hour and then extracted with 3×100 ml portions of ether. The etheral extracts are pooled with the organic layer and washed with H2O (100 ml). The organic layer is dried over anhydrous Na2... Reactants: NC1=CC(=C(C(=O)O)C=C1)[N+](=O)[O-] (4-amino-2-nitro-benzoic acid), C1(CCC1)C(=O)Cl (cyclobutanecarboxylic acid chloride). Product: C1(CCC1)C(=O)NC1=CC(=C(C(=O)O)C=C1)[N+](=O)[O-] (4-Cyclobutanecarbonylamino-2-nitro-benzoic acid). RXN SMILES: [NH2:1][C:2]1[CH:10]=[CH:9][C:5]([C:6]([OH:8])=[O:7])=[C:4]([N+:11]([O-:13])=[O:12])[CH:3]=1.[CH:14]1([C:18](Cl)=[O:19])[CH2:17][CH2:16][CH2:15]1>>[CH:14]1([C:18]([NH:1][C:2]2[CH:10]=[CH:9][C:5]([C:6]([OH:8])=[O:7])=[C:4]([N+:11]([O-:13])=[O:12])[CH:3]=2)=[O:19])[CH2:17][CH2:16][CH2:15]1. Reported procedure: B 4-Cyclobutanecarbonylamino-2-nitro-benzoic acid was prepared as described in Example 3 from 10.9 g (0.06 mol) of 4-amino-2-nitro-benzoic acid and 7.83 g (0.066 mol) of cyclobutanecarboxylic acid chloride. The reactants are CCCCCCBr, Cc1cccc(C)c1S. Yields the product CCCCCCSc1c(C)cccc1C. Reaction SMILES: [CH2:10]([CH2:11][CH2:12][CH2:13][CH2:14][CH3:15])[Br:16].[CH3:1][c:2]1[c:3]([SH:9])[c:4]([CH3:8])[cH:5][cH:6][cH:7]1>>[CH3:1][c:2]1[c:3]([S:9][CH2:10][CH2:11][CH2:12][CH2:13][CH2:14][CH3:15])[c:4]([CH3:8])[cH:5][cH:6][cH:7]1. The reactants are CCOC(OCC)OCC, CC(=O)OC(C)=O, COCCOc1c(S(C)(=O)=O)ccc(C(=O)CC(=O)C2CC2)c1Br. The product is CCOC=C(C(=O)c1ccc(S(C)(=O)=O)c(OCCOC)c1Br)C(=O)C1CC1. Reaction SMILES: [CH2:25]([CH3:26])[O:27][CH:28]([O:29][CH2:30][CH3:31])[O:32][CH2:33][CH3:34].[CH3:35][C:36]([O:37][C:38](=[O:39])[CH3:40])=[O:41].[CH:1]1([C:4]([CH2:5][C:6](=[O:7])[c:8]2[c:9]([Br:23])[c:10]([O:18][CH2:19][CH2:20][O:21][CH3:22])[c:11]([S:14](=[O:15])(=[O:16])[CH3:17])[cH:12][cH:13]2)=[O:24])[CH2:2][CH2:3]1>>[CH:1]1([C:4]([C:5]([C:6](=[O:7])[c:8]2[c:9]([Br:23])[c:10]([O:18][CH2:19][CH2:20][O:21][CH3:22])[c:11]([S:14](=[O:15])(=[O:16])[CH3:17])[cH:12][cH:13]2)=[CH:28][O:27][CH2:25][CH3:26])=[O:24])[CH2:2][CH2:3]1.